This data is from the Open Reaction Database (ORD), a public repository of structured organic reaction records. The task is: describe an organic reaction: reactants, conditions, products, and yield Reactants: Cc1cc(C(F)(F)F)nn1CC(=O)N1CCC(c2nc(C(=O)O)cs2)CC1, Cc1cc(C(F)(F)F)nn1CC(=O)N1CCC(c2nc(C(=O)Oc3cccc4ccccc34)cs2)CC1, SC1CCCCC1. Product: Cc1cc(C(F)(F)F)nn1CC(=O)N1CCC(c2nc(C(=O)SC3CCCCC3)cs2)CC1. RXN SMILES: [CH3:1][c:2]1[cH:3][c:4]([C:24]([F:25])([F:26])[F:27])[n:5][n:6]1[CH2:7][C:8](=[O:9])[N:10]1[CH2:11][CH2:12][CH:13]([c:16]2[s:17][cH:18][c:19]([C:21](=[O:22])[OH:23])[n:20]2)[CH2:14][CH2:15]1.[CH3:28][c:29]1[n:30]([CH2:31][C:32]([N:33]2[CH2:34][CH2:35][CH:36]([c:37]3[s:38][cH:39][c:40]([C:41]([O:42][c:43]4[c:44]5[c:45]([cH:46][cH:47][cH:48][cH:49]5)[cH:50][cH:51][cH:52]4)=[O:53])[n:54]3)[CH2:55][CH2:56]2)=[O:57])[n:58][c:59]([C:60]([F:61])([F:62])[F:63])[cH:64]1.[CH:65]1([SH:71])[CH2:66][CH2:67][CH2:68][CH2:69][CH2:70]1>>[CH3:1][c:2]1[cH:3][c:4]([C:24]([F:25])([F:26])[F:27])[n:5][n:6]1[CH2:7][C:8](=[O:9])[N:10]1[CH2:11][CH2:12][CH:13]([c:16]2[s:17][cH:18][c:19]([C:21](=[O:23])[S:71][CH:65]3[CH2:66][CH2:67][CH2:68][CH2:69][CH2:70]3)[n:20]2)[CH2:14][CH2:15]1.